Dataset: the Open Reaction Database (ORD), a public repository of structured organic reaction records. Task: describe an organic reaction: reactants, conditions, products, and yield The reactants are C(C1=CC=CC=C1)N=C=O (benzyl isocyanate), NC=1SC(=C(N1)C)C(=O)OCC (ethyl 2-amino-4-methyl-thiazole-5-carboxylate). Solvent: CN(C)C=O (DMF). Run at time 8 hour. Yields the product C(C1=CC=CC=C1)NC(NC=1SC(=C(N1)C)C(=O)OCC)=O (ethyl 2-(3-benzyl-ureido)-4-methyl-thiazole-5-carboxylate). RXN SMILES: [CH2:1]([N:8]=[C:9]=[O:10])[C:2]1[CH:7]=[CH:6][CH:5]=[CH:4][CH:3]=1.[NH2:11][C:12]1[S:13][C:14]([C:18]([O:20][CH2:21][CH3:22])=[O:19])=[C:15]([CH3:17])[N:16]=1>CN(C=O)C>[CH2:1]([NH:8][C:9](=[O:10])[NH:11][C:12]1[S:13][C:14]([C:18]([O:20][CH2:21][CH3:22])=[O:19])=[C:15]([CH3:17])[N:16]=1)[C:2]1[CH:7]=[CH:6][CH:5]=[CH:4][CH:3]=1. Reported procedure: 4.05 ml of benzyl isocyanate are added to a solution of 5.0 g of ethyl 2-amino-4-methyl-thiazole-5-carboxylate in 50 ml of DMF. The reaction mixture is stirred at RT overnight, evaporated on a rotary evaporator and the residue is suspended in methylene chloride:methanol 1:1. The insoluble material is filtered off and dried. There are obtained 4.6 g of colorless ethyl 2-(3-benzyl-ureido)-4-methyl-thiazole-5-carboxylate, MS: 320 (M+H)+. Starting materials: NC1=C(C(=O)NCC=2SC(=CC2)OC2=CC=CC=C2)C=CC(=N1)Cl (2-Amino-6-chloro-N-(5-phenoxy-thiophen-2-ylmethyl)-nicotinamide), C1=CC=C(C=C1)CC(=O)NCN[C@@H](CC2=CC=C(C=C2)[N+](=O)[O-])C(=O)O (A-101), C(C)N (ethylamine). Solvent: [Cl-].[Na+].O (brine), CS(=O)C (dimethylsulfoxide), C(C)(C)N(C(C)C)CC (N,N-diisopropylethylamine). Run at temperature 135 celsius. The product is NC1=C(C(=O)NCC=2SC(=CC2)OC2=CC=CC=C2)C=CC(=N1)NCC (2-Amino-6-ethylamino-N-(5-phenoxy-thiophen-2-ylmethyl)-nicotinamide). Yield: 57.0%. As a reaction SMILES: [NH2:1][C:2]1[N:23]=[C:22](Cl)[CH:21]=[CH:20][C:3]=1[C:4]([NH:6][CH2:7][C:8]1[S:9][C:10]([O:13][C:14]2[CH:19]=[CH:18][CH:17]=[CH:16][CH:15]=2)=[CH:11][CH:12]=1)=[O:5].C1C=CC([CH2:31][C:32]([NH:34]CN[C@H](C(O)=O)CC2C=CC([N+]([O-])=O)=CC=2)=O)=CC=1.C(N)C>CS(C)=O.C(N(CC)C(C)C)(C)C.[Cl-].[Na+].O>[NH2:1][C:2]1[N:23]=[C:22]([NH:34][CH2:32][CH3:31])[CH:21]=[CH:20][C:3]=1[C:4]([NH:6][CH2:7][C:8]1[S:9][C:10]([O:13][C:14]2[CH:19]=[CH:18][CH:17]=[CH:16][CH:15]=2)=[CH:11][CH:12]=1)=[O:5] |f:5.6.7|. Reported procedure: 2-Amino-6-chloro-N-(5-phenoxy-thiophen-2-ylmethyl)-nicotinamide described in Example A-101 (200 mg, 0.56 mmol) was dissolved in a mixture solution of dimethylsulfoxide (1 mL) and N,N-diisopropylethylamine (0.5 mL), ethylamine (2M tetrahydrofuran solution) (2 mL, 4 mmol) was added thereto, followed by heating in a sealed tube for 17 hours (oil bath temperature: 135° C.). The reaction mixture was allowed to room temperature, poured into brine, and the solution was extracted with ethyl acetate. The...